From a dataset of the Open Reaction Database (ORD), a public repository of structured organic reaction records. describe an organic reaction: reactants, conditions, products, and yield Starting materials: CC=1C=C(SC1)SCC=C(C)C (4-methyl-2-[(3-methyl-2-butenyl)thio]thiophene), FC(C(=O)O)(F)F (trifluoroacetic acid). Run in C(Cl)Cl (methylene chloride). Reaction conditions: time 8 hour. Yields the product CC1=CSC=2SCCC(C21)(C)C (5,6-dihydro-3,4,4-trimethyl-4H-thieno[2,3-b]thiopyran). Isolated yield 47.3%. RXN SMILES: [CH3:1][C:2]1[CH:3]=[C:4]([S:7][CH2:8][CH:9]=[C:10]([CH3:12])[CH3:11])[S:5][CH:6]=1.FC(F)(F)C(O)=O>C(Cl)Cl>[CH3:1][C:2]1[C:3]2[C:10]([CH3:12])([CH3:11])[CH2:9][CH2:8][S:7][C:4]=2[S:5][CH:6]=1. Procedure details: A solution of 17.36 g (0.088 mol) of the title compound of Step A in 300 mL of methylene chloride was added dropwise to 300 mL of trifluoroacetic acid under nitrogen. After stirring at room temperature overnight, the mixture was evaporated to dryness. The residue was dissolved in 500 mL of methylene chloride, washed with 5% sodium bicarbonate (2×500 mL), dried (MgSO4), filtered, and evaporated to dryness. The crude product was chromatographed on silica gel eluting with hexane to yield 8.26 g of ... Starting materials: C, Cc1cc(C#CCN2CCN(C)CC2)cc2c1C(=O)N(Cc1ccc(Cl)cc1)C2, CCO, [H][H], [Pd]. Product: Cc1cc(CCCN2CCN(C)CC2)cc2c1C(=O)N(Cc1ccc(Cl)cc1)C2. RXN SMILES: [C:35].[CH3:1][c:2]1[cH:3][c:4]([C:20]#[C:21][CH2:22][N:23]2[CH2:24][CH2:25][N:26]([CH3:29])[CH2:27][CH2:28]2)[cH:5][c:6]2[c:10]1[C:9](=[O:11])[N:8]([CH2:12][c:13]1[cH:14][cH:15][c:16]([Cl:19])[cH:17][cH:18]1)[CH2:7]2.[CH3:32][CH2:33][OH:34].[H:30][H:31].[Pd:36]>>[CH3:1][c:2]1[cH:3][c:4]([CH2:20][CH2:21][CH2:22][N:23]2[CH2:24][CH2:25][N:26]([CH3:29])[CH2:27][CH2:28]2)[cH:5][c:6]2[c:10]1[C:9](=[O:11])[N:8]([CH2:12][c:13]1[cH:14][cH:15][c:16]([Cl:19])[cH:17][cH:18]1)[CH2:7]2. Starting materials: C(#N)CC(=O)O (2-cyanoacetic acid), C(C)(=O)[O-].[NH4+] (ammonium acetate), O1CCC2=C1C=CC(=C2)C=O (2,3-dihydro-5-benzofurancarbaldehyde). The solvent is N1=CC=CC=C1 (pyridine), C1=CC=CC=C1 (benzene), Cl (hydrochloric acid). Yields the product C(#N)C(C(=O)O)=CC=1C=CC2=C(CCO2)C1 (2-Cyano-3-(2,3-dihydro-5-benzofuranyl)acrylic acid). Reaction SMILES: [O:1]1[C:5]2[CH:6]=[CH:7][C:8]([CH:10]=O)=[CH:9][C:4]=2[CH2:3][CH2:2]1.[C:12]([CH2:14][C:15]([OH:17])=[O:16])#[N:13].C([O-])(=O)C.[NH4+]>N1C=CC=CC=1.C1C=CC=CC=1.Cl>[C:12]([C:14](=[CH:10][C:8]1[CH:7]=[CH:6][C:5]2[O:1][CH2:2][CH2:3][C:4]=2[CH:9]=1)[C:15]([OH:17])=[O:16])#[N:13] |f:2.3|. Reported procedure: 39.5 g of 2,3-dihydro-5-benzofurancarbaldehyde (prepared according to the process described in J. Org. Chem. (1984), 49, p. 409), 22.7 g of 2-cyanoacetic acid and 4.08 g of ammonium acetate are mixed in 37 ml of pyridine and 210 ml of benzene. The mixture is brought to reflux for 6 hours 30 minutes. The precipitate formed is isolated and then suspended in 600 ml of 6N hydrochloric acid. The solid isolated is filtered off and washed with water and dried in the air.